Dataset: the Open Reaction Database (ORD), a public repository of structured organic reaction records. Task: describe an organic reaction: reactants, conditions, products, and yield The reactants are BrC=1C=C2C(C(=CN(C2=NC1)CCN(C)C)C(=O)OCC)=O (ethyl 6-bromo-1-[2-(dimethylamino)ethyl]-4-oxo-1,4-dihydro-1,8-naphthyridine-3-carboxylate), BrC=1C=C2C(C(=CN(C2=NC1)CCN(C)C)C(=O)OCC)=O (ethyl 6-bromo-1-[2-(dimethylamino)ethyl]-4-oxo-1,4-dihydro-1,8-naphthyridine-3-carboxylate), C(C)NC(NC1=CC(=C(C=N1)B(O)O)C=1SC=C(N1)C(F)(F)F)=O (6-(3-ethylureido)-4-(4-(trifluoromethyl)thiazol-2-yl)pyridin-3-ylboronic acid), C(C)NC(NC1=CC(=C(C=N1)B(O)O)C=1SC=C(N1)C(F)(F)F)=O (6-(3-ethylureido)-4-(4-(trifluoromethyl)thiazol-2-yl)pyridin-3-ylboronic acid), C([O-])([O-])=O.[Na+].[Na+] (sodium carbonate). Conditions: temperature 90 celsius, time 20 minute. Reagents/catalysts: [Pd].C1(=CC=CC=C1)P(C1=CC=CC=C1)C1=CC=CC=C1.C1(=CC=CC=C1)P(C1=CC=CC=C1)C1=CC=CC=C1.C1(=CC=CC=C1)P(C1=CC=CC=C1)C1=CC=CC=C1.C1(=CC=CC=C1)P(C1=CC=CC=C1)C1=CC=CC=C1 (Tetrakis (triphenylphosphine) palladium). The yield is 33.7%. Run in CN(C=O)C (dimethylformamide). As a reaction SMILES: Br[C:2]1[CH:3]=[C:4]2[C:9](=[N:10][CH:11]=1)[N:8]([CH2:12][CH2:13][N:14]([CH3:16])[CH3:15])[CH:7]=[C:6]([C:17]([O:19][CH2:20][CH3:21])=[O:18])[C:5]2=[O:22].[CH2:23]([NH:25][C:26](=[O:46])[NH:27][C:28]1[N:33]=[CH:32][C:31](B(O)O)=[C:30]([C:37]2[S:38][CH:39]=[C:40]([C:42]([F:45])([F:44])[F:43])[N:41]=2)[CH:29]=1)[CH3:24].C(=O)([O-])[O-].[Na+].[Na+]>CN(C)C=O.[Pd].C1(P(C2C=CC=CC=2)C2C=CC=CC=2)C=CC=CC=1.C1(P(C2C=CC=CC=2)C2C=CC=CC=2)C=CC=CC=1.C1(P(C2C=CC=CC=2)C2C=CC=CC=2)C=CC=CC=1.C1(P(C2C=CC=CC=2)C2C=CC=CC=2)C=CC=CC=1>[CH3:15][N:14]([CH3:16])[CH2:13][CH2:12][N:8]1[C:9]2[C:4](=[CH:3][C:2]([C:31]3[CH:32]=[N:33][C:28]([NH:27][C:26](=[O:46])[NH:25][CH2:23][CH3:24])=[CH:29][C:30]=3[C:37]3[S:38][CH:39]=[C:40]([C:42]([F:45])([F:43])[F:44])[N:41]=3)=[CH:11][N:10]=2)[C:5](=[O:22])[C:6]([C:17]([O:19][CH2:20][CH3:21])=[O:18])=[CH:7]1 |f:2.3.4,6.7.8.9.10|. Procedure details: In a round bottomed flask ethyl 6-bromo-1-[2-(dimethylamino)ethyl]-4-oxo-1,4-dihydro-1,8-naphthyridine-3-carboxylate (Intermediate 21, 200 mg, 0.54 mmol), 6-(3-ethylureido)-4-(4-(trifluoromethyl)thiazol-2-yl)pyridin-3-ylboronic acid (Intermediate 9, 288 mg, 0.65 mmol) and sodium carbonate (115 mg, 1.08 mmol) were combined and suspended in dimethylformamide (10 mL) and purged with argon gas for 10 min. Tetrakis (triphenylphosphine) palladium (62 mg, 0.05 mmol) was added under argon atmosphere and... The product is CN(CCN1C=C(C(C2=CC(=CN=C12)C=1C=NC(=CC1C=1SC=C(N1)C(F)(F)F)NC(NCC)=O)=O)C(=O)OCC)C (ethyl 1-[2-(dimethylamino)ethyl]-6-{6-[(ethylcarbamoyl)amino]-4-[4-(trifluoromethyl)-1,3-thiazol-2-yl]pyridin-3-yl}-4-oxo-1,4-dihydro-1,8-naphthyridine-3-carboxylate). Reactants: ClC=1C=C(C=CC1F)N1N=C(C=C1C1=CC(=CC=C1)OC(F)(F)F)C(=O)O (1-(3-Chloro-4-fluorophenyl)-5-[3-(trifluoromethoxy)phenyl]-1H-pyrazole-3-carboxylic acid), ClC=1C=C(C=CC1F)N1N=C(C=C1C1=CC(=CC(=C1)F)Cl)C(=O)N1CNC(C1)=O (1-{[1-(3-Chloro-4-fluorophenyl)-5-(3-chloro-5-fluorophenyl)-1H-pyrazol-3-yl]carbonyl}imidazolidin-4-one). The product is ClC=1C=C(C=CC1F)N1N=C(C=C1C1=CC(=CC=C1)OC(F)(F)F)C(=O)N1CNC(C1)=O (1-({1-(3-Chloro-4-fluorophenyl)-5-[3-(trifluoromethoxy)phenyl]-1H-pyrazol-3-yl}carbonyl)imidazolidin-4-one). RXN SMILES: [Cl:1][C:2]1[CH:3]=[C:4]([N:9]2[C:13]([C:14]3[CH:19]=[CH:18][CH:17]=[C:16]([O:20][C:21]([F:24])([F:23])[F:22])[CH:15]=3)=[CH:12][C:11]([C:25](O)=[O:26])=[N:10]2)[CH:5]=[CH:6][C:7]=1[F:8].ClC1C=C(N2C(C3C=C(F)C=C(Cl)C=3)=CC(C([N:51]3[CH2:55][C:54](=[O:56])[NH:53][CH2:52]3)=O)=N2)C=CC=1F>>[Cl:1][C:2]1[CH:3]=[C:4]([N:9]2[C:13]([C:14]3[CH:19]=[CH:18][CH:17]=[C:16]([O:20][C:21]([F:23])([F:22])[F:24])[CH:15]=3)=[CH:12][C:11]([C:25]([N:51]3[CH2:55][C:54](=[O:56])[NH:53][CH2:52]3)=[O:26])=[N:10]2)[CH:5]=[CH:6][C:7]=1[F:8]. Reported procedure: The preparation of the title compound takes place starting from the compound of Example 78A in analogy to the synthesis of the compound of Example 1. 53 mg (91% of theory) of the title compound are obtained. Reactants: ClC1=NC=NC(=C1)Cl (4,6-dichloropyrimidine), CCOC(=O)C (EtOAc), NC=1C=CC(=NC1)O (5-aminopyridin-2-ol), CC(C)(C)[O-].[K+] (t-BuOK). Run in CN(C)C=O (DMF), O (water). Run at temperature 25 celsius, time 30 minute. The product is ClC1=CC(=NC=N1)OC1=CC=C(C=N1)N (6-(6-chloropyrimidin-4-yl)oxypyridin-3-amine). Isolated yield 70.7%. Reaction SMILES: [NH2:1][C:2]1[CH:3]=[CH:4][C:5]([OH:8])=[N:6][CH:7]=1.CC([O-])(C)C.[K+].[Cl:15][C:16]1[CH:21]=[C:20](Cl)[N:19]=[CH:18][N:17]=1.CCOC(C)=O>CN(C=O)C.O>[Cl:15][C:16]1[N:17]=[CH:18][N:19]=[C:20]([O:8][C:5]2[N:6]=[CH:7][C:2]([NH2:1])=[CH:3][CH:4]=2)[CH:21]=1 |f:1.2|. Procedure details: Add 5-aminopyridin-2-ol (500 mg, 4.545 mmol), t-BuOK (555 mg, 4.545 mmol) in DMF (20 mL), stir at 25° C. for 30 min. Cool to 0° C., add slowly 4,6-dichloropyrimidine (614 mg, 4.13 mmol). Stir the reaction under N2 for 1 hr. TLC (EtOAc:PE=1:1) shows the reaction is complete. Cool the mixture to 0° C., add water (20 mL), extract with EtOAc (20 mL×2). Combine the organic layers; wash with brine, dry over anhydrous Na2SO4. Filter and concentrate under reduced pressure to give crude product. Purifica... Reactants: C(C)(=O)OC1=CC=C(C(=O)Cl)C=C1 (4-Acetoxybenzoyl chloride), [Cl-].[Al+3].[Cl-].[Cl-] (aluminum chloride), C=1C=C(N2C=CC=CC12)CCCC(=O)OCC (ethyl 4-(indolizin-3-yl)butyrate). Solvent: ClCCl (dichloromethane), ClCCl (dichloromethane). Reaction conditions: time 20 minute. Product: C(C)(=O)OC1=CC=C(C(=O)C=2C=C(N3C=CC=CC23)CCCC(=O)OCC)C=C1 (ethyl 4-[1-(4-acetoxybenzoyl)indolizin-3-yl]butyrate). Yield: 37.1%. Reaction SMILES: [C:1]([O:4][C:5]1[CH:13]=[CH:12][C:8]([C:9](Cl)=[O:10])=[CH:7][CH:6]=1)(=[O:3])[CH3:2].[Cl-].[Al+3].[Cl-].[Cl-].[CH:18]1[CH:19]=[C:20]([CH2:27][CH2:28][CH2:29][C:30]([O:32][CH2:33][CH3:34])=[O:31])[N:21]2[C:26]=1[CH:25]=[CH:24][CH:23]=[CH:22]2>ClCCl>[C:1]([O:4][C:5]1[CH:13]=[CH:12][C:8]([C:9]([C:18]2[CH:19]=[C:20]([CH2:27][CH2:28][CH2:29][C:30]([O:32][CH2:33][CH3:34])=[O:31])[N:21]3[C:26]=2[CH:25]=[CH:24][CH:23]=[CH:22]3)=[O:10])=[CH:7][CH:6]=1)(=[O:3])[CH3:2] |f:1.2.3.4|. Reported procedure: 4-Acetoxybenzoyl chloride (53.6 g) was added to a suspension of aluminum chloride (36.5 g) in dichloromethane (500 ml). After the mixture was stirred for 20 minutes at room temperature, a solution of ethyl 4-(indolizin-3-yl)butyrate (57.8 g) in dichloromethane (50 ml) was added to the mixture. The mixture was stirred for 2 hours at room temperature and the solvent was evaporated. The residue was dissolved in ethyl acetate (500 ml) and washed with water. N,N-dimethylaminopropylamine (20 ml) was a...